From a dataset of the Open Reaction Database (ORD), a public repository of structured organic reaction records. describe an organic reaction: reactants, conditions, products, and yield Starting materials: CC(=O)O, O=C1CCC(=O)N1Cl, Nc1cc[nH]c(=O)c1. Yields the product Nc1cc[nH]c(=O)c1Cl. RXN SMILES: [CH3:17][C:18](=[O:19])[OH:20].[Cl:9][N:10]1[C:11](=[O:12])[CH2:13][CH2:14][C:15]1=[O:16].[NH2:1][c:2]1[cH:3][c:4](=[O:8])[nH:5][cH:6][cH:7]1>>[NH2:1][c:2]1[c:3]([Cl:9])[c:4](=[O:8])[nH:5][cH:6][cH:7]1. The reactants are CS(=O)(=O)C1=CC=C(S1)C1=CC=NC2=CC=C(C=C12)C=1C(=NN(C1)C(C1=CC=CC=C1)(C1=CC=CC=C1)C1=CC=CC=C1)C (4-[5-(methylsulfonyl)-2-thienyl]-6-(3-methyl-1-trityl-1H-4-pyrazolyl)quinoline), FC(C(=O)O)(F)F (trifluoroacetic acid), ClCCl (dichloromethane), [OH-].[Na+] (sodium hydroxide). Solvent: O (water), O (water), C(C)(=O)OCC (ethyl acetate). Run at time 8 hour. Product: Cl.CC1=NNC=C1C=1C=C2C(=CC=NC2=CC1)C=1SC(=CC1)S(=O)(=O)C (6-(3-Methyl-1H-4-pyrazolyl)-4-(5-methylsulfonyl-2-thienyl)quinoline hydrochloride). Reaction SMILES: [CH3:1][S:2]([C:5]1[S:9][C:8]([C:10]2[C:19]3[C:14](=[CH:15][CH:16]=[C:17]([C:20]4[C:21]([CH3:44])=[N:22][N:23](C(C5C=CC=CC=5)(C5C=CC=CC=5)C5C=CC=CC=5)[CH:24]=4)[CH:18]=3)[N:13]=[CH:12][CH:11]=2)=[CH:7][CH:6]=1)(=[O:4])=[O:3].FC(F)(F)C(O)=O.[Cl:52]CCl.[OH-].[Na+]>O.C(OCC)(=O)C>[ClH:52].[CH3:44][C:21]1[C:20]([C:17]2[CH:18]=[C:19]3[C:14](=[CH:15][CH:16]=2)[N:13]=[CH:12][CH:11]=[C:10]3[C:8]2[S:9][C:5]([S:2]([CH3:1])(=[O:4])=[O:3])=[CH:6][CH:7]=2)=[CH:24][NH:23][N:22]=1 |f:3.4,7.8|. Procedure details: A mixture of 33 mg 4-[5-(methylsulfonyl)-2-thienyl]-6-(3-methyl-1-trityl-1H-4-pyrazolyl)quinoline obtained in Example 156, 0.5 mL trifluoroacetic acid and 2 mL dichloromethane was stirred overnight at room temperature. The reaction solution was cooled with iced water and basified with 5 N aqueous sodium hydroxide, then ethyl acetate and water were added thereto, and the organic layer was separated. The aqueous layer was saturated with common salt and then extracted with ethyl acetate, and the co... The reactants are C1(=CC=C(C=C1)S(=O)(=O)O)C.N[C@H]1[C@@H](CN(CC1)C(=O)OC(C)(C)C)C1=CC(=C(C=C1)F)F (tert-butyl (3R*,4R*)-4-amino-3-(3,4-difluorophenyl)piperidine-1-carboxylate p-toluenesulfonate), FC(C=1C=C(C(=O)O)C=C(C1)C(F)(F)F)(F)F (3,5-bis(trifluoromethyl)benzoic acid). Product: FC(C=1C=C(C=C(C1)C(F)(F)F)C(=O)N[C@H]1[C@@H](CN(CC1)C(=O)OC(C)(C)C)C1=CC(=C(C=C1)F)F)(F)F (tert-butyl (3R*,4R*)-4-({[3,5-bis(trifluoromethyl)phenyl]carbonyl}amino)-3-(3,4-difluorophenyl)piperidine-1-carboxylate). As a reaction SMILES: C1(C)C=CC(S(O)(=O)=O)=CC=1.[NH2:12][C@@H:13]1[CH2:18][CH2:17][N:16]([C:19]([O:21][C:22]([CH3:25])([CH3:24])[CH3:23])=[O:20])[CH2:15][C@H:14]1[C:26]1[CH:31]=[CH:30][C:29]([F:32])=[C:28]([F:33])[CH:27]=1.[F:34][C:35]([F:50])([F:49])[C:36]1[CH:37]=[C:38]([CH:42]=[C:43]([C:45]([F:48])([F:47])[F:46])[CH:44]=1)[C:39](O)=[O:40]>>[F:34][C:35]([F:49])([F:50])[C:36]1[CH:37]=[C:38]([C:39]([NH:12][C@@H:13]2[CH2:18][CH2:17][N:16]([C:19]([O:21][C:22]([CH3:25])([CH3:23])[CH3:24])=[O:20])[CH2:15][C@H:14]2[C:26]2[CH:31]=[CH:30][C:29]([F:32])=[C:28]([F:33])[CH:27]=2)=[O:40])[CH:42]=[C:43]([C:45]([F:46])([F:47])[F:48])[CH:44]=1 |f:0.1|. Reported procedure: sing the compound obtained in step 1 and 3,5-bis(trifluoromethyl)benzoic acid, and by the reaction and purification in the same manner as in Reference Example 1, step 5, the title compound was obtained. Reactants: [BH3-]C#N, Brc1cccc(CNc2cccc(OCc3ccccc3)c2)n1, CO, O=Cc1c[nH]cn1, [Cl-], [Cl-], [Na+], [Zn+2]. Yields the product Brc1cccc(CN(Cc2cnc[nH]2)c2cccc(OCc3ccccc3)c2)n1. Reaction SMILES: [C:31]([BH3-:32])#[N:33].[CH2:1]([c:2]1[cH:3][cH:4][cH:5][cH:6][cH:7]1)[O:8][c:9]1[cH:10][c:11]([NH:15][CH2:16][c:17]2[n:18][c:19]([Br:23])[cH:20][cH:21][cH:22]2)[cH:12][cH:13][cH:14]1.[CH3:35][OH:36].[CH:24](=[O:25])[c:26]1[n:27][cH:28][nH:29][cH:30]1.[Cl-:37].[Cl-:39].[Na+:34].[Zn+2:38]>>[CH2:1]([c:2]1[cH:3][cH:4][cH:5][cH:6][cH:7]1)[O:8][c:9]1[cH:10][c:11]([N:15]([CH2:16][c:17]2[n:18][c:19]([Br:23])[cH:20][cH:21][cH:22]2)[CH2:24][c:26]2[nH:27][cH:28][n:29][cH:30]2)[cH:12][cH:13][cH:14]1. Starting materials: CO, C#Cc1ccc(-c2ccc(Cl)cc2)cn1, ClCCl, CC(=O)c1cc(I)ccc1OCCO. Yields the product CC(=O)c1cc(C#Cc2ccc(-c3ccc(Cl)cc3)cn2)ccc1OCCO. Reaction SMILES: [CH3:33][OH:34].[Cl:15][c:16]1[cH:17][cH:18][c:19](-[c:22]2[cH:23][cH:24][c:25]([C:28]#[CH:29])[n:26][cH:27]2)[cH:20][cH:21]1.[Cl:30][CH2:31][Cl:32].[OH:1][CH2:2][CH2:3][O:4][c:5]1[c:6]([C:12]([CH3:13])=[O:14])[cH:7][c:8]([I:11])[cH:9][cH:10]1>>[OH:1][CH2:2][CH2:3][O:4][c:5]1[c:6]([C:12]([CH3:13])=[O:14])[cH:7][c:8]([C:29]#[C:28][c:25]2[cH:24][cH:23][c:22](-[c:19]3[cH:18][cH:17][c:16]([Cl:15])[cH:21][cH:20]3)[cH:27][n:26]2)[cH:9][cH:10]1. The reactants are CN1CCNCC1, O=C(O)c1cccc(-c2nc(N3CCOCC3)nc3c2CCN3c2ccncc2)c1. The product is CN1CCN(C(=O)c2cccc(-c3nc(N4CCOCC4)nc4c3CCN4c3ccncc3)c2)CC1. RXN SMILES: [CH3:31][N:32]1[CH2:33][CH2:34][NH:35][CH2:36][CH2:37]1.[O:1]1[CH2:2][CH2:3][N:4]([c:7]2[n:8][c:9](-[c:22]3[cH:23][c:24]([C:25](=[O:26])[OH:27])[cH:28][cH:29][cH:30]3)[c:10]3[c:11]([n:12]2)[N:13]([c:16]2[cH:17][cH:18][n:19][cH:20][cH:21]2)[CH2:14][CH2:15]3)[CH2:5][CH2:6]1>>[O:1]1[CH2:2][CH2:3][N:4]([c:7]2[n:8][c:9](-[c:22]3[cH:23][c:24]([C:25](=[O:27])[N:35]4[CH2:34][CH2:33][N:32]([CH3:31])[CH2:37][CH2:36]4)[cH:28][cH:29][cH:30]3)[c:10]3[c:11]([n:12]2)[N:13]([c:16]2[cH:17][cH:18][n:19][cH:20][cH:21]2)[CH2:14][CH2:15]3)[CH2:5][CH2:6]1. Reactants: FC1=CC=C(C=C1)C1OC2=C(CC1)C(=CC=1NC(=NC12)C)C(=O)N(C)C (8-(4-Fluorophenyl)-N,N,2-trimethyl-3,6,7,8-tetrahydrochromeno[7,8-d]imidazole-5-carboxamide), [H-].[Na+] (sodium hydride), BrCCCO[Si](C)(C)C(C)(C)C ((3-bromopropoxy)(tert-butyl)dimethylsilane). Solvent: CN(C=O)C (N,N-dimethylformamide). Reaction conditions: temperature 0 celsius, time 30 minute. The product is [Si](C)(C)(C(C)(C)C)OCCCN1C(=NC2=C1C=1OC(CCC1C(=C2)C(=O)N(C)C)C2=CC=C(C=C2)F)C (1-(3-{[tert-Butyl(dimethyl)silyl]oxy}propyl)-8-(4-fluorophenyl)-N,N,2-trimethyl-1,6,7,8-tetrahydrochromeno[7,8-d]imidazole-5-carboxamide). Isolated yield 45.9%. Reaction SMILES: [F:1][C:2]1[CH:7]=[CH:6][C:5]([CH:8]2[CH2:13][CH2:12][C:11]3[C:14]([C:22]([N:24]([CH3:26])[CH3:25])=[O:23])=[CH:15][C:16]4[NH:17][C:18]([CH3:21])=[N:19][C:20]=4[C:10]=3[O:9]2)=[CH:4][CH:3]=1.[H-].[Na+].Br[CH2:30][CH2:31][CH2:32][O:33][Si:34]([C:37]([CH3:40])([CH3:39])[CH3:38])([CH3:36])[CH3:35]>CN(C)C=O>[Si:34]([O:33][CH2:32][CH2:31][CH2:30][N:19]1[C:20]2[C:10]3[O:9][CH:8]([C:5]4[CH:6]=[CH:7][C:2]([F:1])=[CH:3][CH:4]=4)[CH2:13][CH2:12][C:11]=3[C:14]([C:22]([N:24]([CH3:25])[CH3:26])=[O:23])=[CH:15][C:16]=2[N:17]=[C:18]1[CH3:21])([C:37]([CH3:38])([CH3:39])[CH3:40])([CH3:36])[CH3:35] |f:1.2|. Reported procedure: To a solution of 8-(4-fluorophenyl)-N,N,2-trimethyl-3,6,7,8-tetrahydrochromeno[7,8-d]imidazole-5-carboxamide (52.0 mg, 0.147 mmol, Step 8) in N,N-dimethylformamide (1.5 mL), was added sodium hydride (7.1 mg, 0.18 mmol) at 0° C. and the mixture was stirred at 0° C. for 30 minutes. Then (3-bromopropoxy)(tert-butyl)dimethylsilane (48.4 mg, 0.191 mmol) was added to the mixture at 0° C. The mixture was allowed to warm to room temperature, stirred for 4 hours and left at the same temperature overnight... Reactants: N1(CCOCC1)CC1COC2=C(N1N)C=CC=C2 (3-(4-morpholinylmethyl)-4-amino-3,4-dihydro-2H-1,4-benzoxazine), CNCC1OC2=C(N(C1)N)C=CC=C2 (2-methylaminomethyl-4-amino-3,4-dihydro-2H-1,4-benzoxazine), N1C(CNCCC1)CC1OC2=C(N(C1)N)C=CC=C2 (2-[1-(hexahydro-4H-1,4-diazepinyl)methyl]-4-amino-3,4-dihydro-2H-1,4-benzoxazine), NCC1OC2=C(N(C1)N)C=CC=C2 (2-aminomethyl-4-amino-3,4-dihydro-2H-1,4-benzoxazine), N1(CCC1)CC1OC2=C(N(C1)N)C=CC=C2 (2-(1-azetidinylmethyl)-4-amino-3,4-dihydro-2H-1,4-benzoxazine), COC1=CC=C(C=C1)C(CC(CC)=O)=O (5-(4-methoxyphenyl)-3,5-pentanedione), CN1CCN(CC1)CC1OC2=C(N(C1)N)C=CC=C2 (2-(4-methyl-1-piperazinylmethyl)-4-amino-3,4-dihydro-2H-1,4-benzoxazine), N1(CCCC1)CC1OC2=C(N(C1)N)C=CC=C2 (2-(1-pyrrolidinylmethyl)-4-amino-3,4-dihydro-2H-1,4-benzoxazine), 2-(1-piperidinylmethyl)-4-amino-5 3,4-dihydro-2H-1,4-benzoxazine, C(C)N(CC)CC1OC2=C(N(C1)N)C=CC=C2 (2-(N,N-diethylaminomethyl)-4-amino-3,4-dihydro-2H-1,4-benzoxazine), N1(CCSCC1)CC1OC2=C(N(C1)N)C=CC=C2 (2-(4-thiomorpholinyl-methyl)-4-amino-3,4-dihydro-2H-1,4-benzoxazine). Yields the product C1(=CC=CC2=CC=CC=C12)C(CC(C)=O)=O (4-(1-naphthyl)-2,4-butanedione). As a reaction SMILES: N1(CC2N(N)[C:12]3[CH:15]=[CH:16][CH:17]=[CH:18][C:11]=3OC2)CCOCC1.C(N(CC1CN(N)C2C=[CH:33][CH:34]=[CH:35][C:27]=2[O:26]1)CC)C.NCC1CN(N)[C:41]2[CH:45]=CC=[CH:48][C:40]=2O1.CNCC1CN(N)C2C=CC=CC=2[O:53]1.N1(CC2CN(N)C3C=CC=CC=3O2)CCSCC1.N1(CC2CN(N)C3C=CC=CC=3O2)CCCC1.N1(CC2CN(N)C3C=CC=CC=3O2)CCC1.CN1CCN(CC2CN(N)C3C=CC=CC=3O2)CC1.N1CCCNCC1CC1CN(N)C2C=CC=CC=2O1.COC1C=CC(C(=O)CC(=O)CC)=CC=1>>[C:15]1([C:27](=[O:26])[CH2:35][C:34](=[O:53])[CH3:33])[C:12]2[C:11](=[CH:48][CH:40]=[CH:41][CH:45]=2)[CH:18]=[CH:17][CH:16]=1. Procedure details: Proceeding in a manner similar to that described in Example 2A above, substituting for the 3-(4-morpholinylmethyl)-4-amino-3,4-dihydro-2H-1,4-benzoxazine used therein a molar equivalent amount of 2-(1-piperidinylmethyl)-4-amino-5 3,4-dihydro-2H-1,4-benzoxazine, 2-(N,N-diethylaminomethyl)-4-amino-3,4-dihydro-2H-1,4-benzoxazine, 2-aminomethyl-4-amino-3,4-dihydro-2H-1,4-benzoxazine, 2-methylaminomethyl-4-amino-3,4-dihydro-2H-1,4-benzoxazine, 2-(4-thiomorpholinyl-methyl)-4-amino-3,4-dihydro-2H-1,4-b... The reactants are C(CCC)[Li] (n-butyllithium), Cl (HCl), CN1C(N(CCC1)C)=O (1,3-dimethyl-3,4,5,6-tetrahydro-2(1 H)-pyrimidinone), C(C1=CC=CC=C1)Br (benzyl bromide). Solvent: C1CCOC1 (THF). Conditions: temperature 0 celsius, time 3 hour. The product is C1=CC=C(C=C1)CC#CCN (3-Benzylpropargylamine). Isolated yield 36.6%. Reaction SMILES: C([Li])CCC.CN1[CH2:12][CH2:11][CH2:10][N:9](C)C1=O.[CH2:15](Br)[C:16]1[CH:21]=[CH:20][CH:19]=[CH:18][CH:17]=1.Cl>C1COCC1>[CH:19]1[CH:20]=[CH:21][C:16]([CH2:15][C:12]#[C:11][CH2:10][NH2:9])=[CH:17][CH:18]=1. Procedure: The compound resulting from Example 60A (4.35 g of -75% pure material, -16.5 mmol) was dissolved in THF (87 mL), cooled to 0° C., then n-butyllithium (16.5 mL of 1.6M hexanes solution) was added dropwise, followed by 1,3-dimethyl-3,4,5,6-tetrahydro-2(1 H)-pyrimidinone (3.20 mL, 3.39 g, 26.5 mmol) and benzyl bromide (3.50 mL, 5.03 g, 29.4 mmol). The reaction was stirred at 0° C. for 3 hours, then 1N HCl was added. After washing with 3×Et2O, the pH was adjusted to 10 with 4N NaOH, then extracted w...